Dataset: the Open Reaction Database (ORD), a public repository of structured organic reaction records. Task: describe an organic reaction: reactants, conditions, products, and yield The reactants are [OH-].[Na+] (NaOH), O (water), CO (methanol), ClC1=CC=C(CCNC(=O)C2=CC=C(OC3=C(C=C4C(CC(OC4=C3)(C)C)C(=O)OC)C#N)C=C2)C=C1 (Methyl 7-(4-((4-chlorophenethyl)carbamoyl) phenoxy)-6-cyano-2,2-dimethylchroman-4-carboxylate). The solvent is C1CCOC1 (THF), C(C)(=O)OCC (ethyl acetate), Cl (HCl). Reaction conditions: time 3 hour. Product: ClC1=CC=C(CCNC(=O)C2=CC=C(OC3=C(C=C4C(CC(OC4=C3)(C)C)C(=O)O)C#N)C=C2)C=C1 (7-(4-((4-chlorophenethyl)carbamoyl)phenoxy)-6-cyano-2,2-dimethylchroman-4-carboxylic acid). Yield: 30.9%. RXN SMILES: [Cl:1][C:2]1[CH:37]=[CH:36][C:5]([CH2:6][CH2:7][NH:8][C:9]([C:11]2[CH:35]=[CH:34][C:14]([O:15][C:16]3[CH:25]=[C:24]4[C:19]([CH:20]([C:28]([O:30]C)=[O:29])[CH2:21][C:22]([CH3:27])([CH3:26])[O:23]4)=[CH:18][C:17]=3[C:32]#[N:33])=[CH:13][CH:12]=2)=[O:10])=[CH:4][CH:3]=1.[OH-].[Na+].O.CO>C1COCC1.C(OCC)(=O)C.Cl>[Cl:1][C:2]1[CH:3]=[CH:4][C:5]([CH2:6][CH2:7][NH:8][C:9]([C:11]2[CH:12]=[CH:13][C:14]([O:15][C:16]3[CH:25]=[C:24]4[C:19]([CH:20]([C:28]([OH:30])=[O:29])[CH2:21][C:22]([CH3:26])([CH3:27])[O:23]4)=[CH:18][C:17]=3[C:32]#[N:33])=[CH:34][CH:35]=2)=[O:10])=[CH:36][CH:37]=1 |f:1.2|. Procedure: Methyl 7-(4-((4-chlorophenethyl)carbamoyl) phenoxy)-6-cyano-2,2-dimethylchroman-4-carboxylate (2.0 mg, 0.00385 mmol) was diluted with THF (500 μL) followed by the addition of NaOH (0.00771 mL, 0.0385 mmol) and 200 μL of water and methanol. After stirring for 3 hours, the reaction was diluted with ethyl acetate and 2N HCl. The layers were separated and the organic layer was dried over MgSO4, filtered and concentrated. The material was purified using a 0.5 mm preparative TLC plate, eluting with 5%... Starting materials: C(C#C)OC1=NOC2=C1CN(CCC2)C(=O)OC(C)(C)C (tert.Butyl 3-(2-Propynyloxy)-5,6,7,8-tetrahydro-4H-isoxazolo[4,5-c]azepin-5-carboxylate), solution, Cl (hydrochloric acid). The solvent is C(C)(=O)OCC (ethyl acetate), C(C)(=O)OCC (ethyl acetate). Run at time 60 hour. Product: Cl.C(C#C)OC1=NOC2=C1CNCCC2 (3-(2-Propynyloxy)-5,6,7,8-tetrahydro-4H-isoxazolo [4,5-c]azepine Hydrochloride). Reaction SMILES: [CH2:1]([O:4][C:5]1[C:9]2[CH2:10][N:11](C(OC(C)(C)C)=O)[CH2:12][CH2:13][CH2:14][C:8]=2[O:7][N:6]=1)[C:2]#[CH:3].[ClH:22]>C(OCC)(=O)C>[ClH:22].[CH2:1]([O:4][C:5]1[C:9]2[CH2:10][NH:11][CH2:12][CH2:13][CH2:14][C:8]=2[O:7][N:6]=1)[C:2]#[CH:3] |f:3.4|. Procedure details: To a solution of 530 mg (1.82 mmol) of tert.butyl 3-(2-propynyloxy)-5,6,7,8-tetrahydro-4H-isoxazolo[4,5-c]azepine-5-carboxylate (from Example 8) in ethyl acetate (10 ml) was added 10 ml of 1N solution of hydrochloric acid in ethyl acetate. The mixture was stirred at room temperature for 60 hours. The precipitate was collected and recrystallized from acetonitrile-ether yielding 267 mg (64%) of analytically pure title compound, MP 173°-175° C. The reactants are CC[SiH](CC)CC, ClCCl, C[Si](C)(C)OS(=O)(=O)C(F)(F)F, COc1c(C)c(C(O)c2ccc(C(=O)O)cc2)c(OC)c(OC)c1OC. The product is COc1c(C)c(Cc2ccc(C(=O)O)cc2)c(OC)c(OC)c1OC. RXN SMILES: [CH2:1]([SiH:2]([CH2:3][CH3:4])[CH2:5][CH3:6])[CH3:7].[CH2:46]([Cl:47])[Cl:48].[F:8][C:9]([F:10])([F:11])[S:12]([O:13][Si:14]([CH3:15])([CH3:16])[CH3:17])(=[O:18])=[O:19].[OH:20][CH:21]([c:22]1[cH:23][cH:24][c:25]([C:26](=[O:27])[OH:28])[cH:29][cH:30]1)[c:31]1[c:32]([O:44][CH3:45])[c:33]([O:42][CH3:43])[c:34]([O:40][CH3:41])[c:35]([O:38][CH3:39])[c:36]1[CH3:37]>>[CH2:21]([c:22]1[cH:23][cH:24][c:25]([C:26](=[O:27])[OH:28])[cH:29][cH:30]1)[c:31]1[c:32]([O:44][CH3:45])[c:33]([O:42][CH3:43])[c:34]([O:40][CH3:41])[c:35]([O:38][CH3:39])[c:36]1[CH3:37]. Reactants: CC(C)(O)c1ccc2c(c1)C(=CCCBr)c1cccnc1CO2, O=C([O-])[O-], CC#N, CCNC(=O)CN(Cc1ccc(Cl)cc1)C1CCNC1, [K+], [K+], O. Yields the product CCNC(=O)CN(Cc1ccc(Cl)cc1)C1CCN(CCC=C2c3cc(C(C)(C)O)ccc3OCc3ncccc32)C1. Reaction SMILES: [Br:27][CH2:28][CH2:29][CH:30]=[C:31]1[c:32]2[c:33]([cH:42][cH:43][c:44]([C:46]([CH3:47])([CH3:48])[OH:49])[cH:45]2)[O:34][CH2:35][c:36]2[c:37]1[cH:38][cH:39][cH:40][n:41]2.[C:21](=[O:22])([O-:23])[O-:24].[C:51](#[N:52])[CH3:53].[Cl:1][c:2]1[cH:3][cH:4][c:5]([CH2:6][N:7]([CH2:8][C:9](=[O:10])[NH:11][CH2:12][CH3:13])[CH:14]2[CH2:15][NH:16][CH2:17][CH2:18]2)[cH:19][cH:20]1.[K+:25].[K+:26].[OH2:50]>>[Cl:1][c:2]1[cH:3][cH:4][c:5]([CH2:6][N:7]([CH2:8][C:9](=[O:10])[NH:11][CH2:12][CH3:13])[CH:14]2[CH2:15][N:16]([CH2:28][CH2:29][CH:30]=[C:31]3[c:32]4[c:33]([cH:42][cH:43][c:44]([C:46]([CH3:47])([CH3:48])[OH:49])[cH:45]4)[O:34][CH2:35][c:36]4[c:37]3[cH:38][cH:39][cH:40][n:41]4)[CH2:17][CH2:18]2)[cH:19][cH:20]1. Starting materials: O=C(O)c1cc(Br)c(OCC(F)(F)F)nc1C(F)(F)F, NC1CCCCC1O. Product: O=C(NC1CCCCC1O)c1cc(Br)c(OCC(F)(F)F)nc1C(F)(F)F. RXN SMILES: [Br:1][c:2]1[c:3]([O:15][CH2:16][C:17]([F:18])([F:19])[F:20])[n:4][c:5]([C:11]([F:12])([F:13])[F:14])[c:6]([C:7](=[O:8])[OH:9])[cH:10]1.[NH2:21][CH:22]1[CH:23]([OH:28])[CH2:24][CH2:25][CH2:26][CH2:27]1>>[Br:1][c:2]1[c:3]([O:15][CH2:16][C:17]([F:18])([F:19])[F:20])[n:4][c:5]([C:11]([F:12])([F:13])[F:14])[c:6]([C:7](=[O:9])[NH:21][CH:22]2[CH:23]([OH:28])[CH2:24][CH2:25][CH2:26][CH2:27]2)[cH:10]1. The reactants are CN1N=C(C2=C1NC(C=1CCCCC21)=O)[C@@H]2NCCC2 ((R)-3-methyl-1-(pyrrolidin-2-yl)-6,7,8,9-tetrahydro-3H-pyrazolo[3,4-c]isoquinoline-5(4H)-one), C(CC)=O (propanal), C(#N)[BH3-].[Na+] (Sodium cyanoborohydride). The solvent is CO (methanol). Run at time 2 hour. Yields the product CN1N=C(C2=C1NC(C=1CCCCC21)=O)[C@@H]2N(CCC2)CCC ((R)-3-methyl-1-(1-propylpyrrolidin-2-yl)-6,7,8,9-tetrahydro-3H-pyrazolo[3,4-c]isoquinoline-5(4H)-one). Yield: 87.3%. RXN SMILES: [CH3:1][N:2]1[C:6]2[NH:7][C:8](=[O:15])[C:9]3[CH2:10][CH2:11][CH2:12][CH2:13][C:14]=3[C:5]=2[C:4]([C@H:16]2[CH2:20][CH2:19][CH2:18][NH:17]2)=[N:3]1.[CH:21](=O)[CH2:22][CH3:23].C([BH3-])#N.[Na+]>CO>[CH3:1][N:2]1[C:6]2[NH:7][C:8](=[O:15])[C:9]3[CH2:10][CH2:11][CH2:12][CH2:13][C:14]=3[C:5]=2[C:4]([C@H:16]2[CH2:20][CH2:19][CH2:18][N:17]2[CH2:21][CH2:22][CH3:23])=[N:3]1 |f:2.3|. Reported procedure: To a 250 mL of reaction flask were added the compound of Example 4F (1.39 g, 5.1 mmol), propanal (0.888 g, 15.31 mmol) and methanol (90 mL). The mixture was stirred for 2 hr at room temperature. Sodium cyanoborohydride (1.0 g, 15.9 mmol) was added to the mixture. The reaction was kept overnight with stirring. The reaction was stopped. The product was concentrated by rotary-evaporation and purified by column chromatography to give 1.4 g of the title compound. Yield: 87.5%. MS (ESI): m/z 315 (M+H)... Reactants: O=C([O-])[O-], CC(C)=O, CN(CCc1ccccc1)C1CCN(C(=O)c2cccc(N)c2)CC1, O=C(Cl)CCCCCl, [K+], [K+], O. Product: CN(CCc1ccccc1)C1CCN(C(=O)c2cccc(NC(=O)CCCCCl)c2)CC1. RXN SMILES: [C:1](=[O:2])([O-:3])[O-:4].[CH3:40][C:41](=[O:42])[CH3:43].[CH3:7][N:8]([CH2:9][CH2:10][c:11]1[cH:12][cH:13][cH:14][cH:15][cH:16]1)[CH:17]1[CH2:18][CH2:19][N:20]([C:23]([c:24]2[cH:25][c:26]([NH2:30])[cH:27][cH:28][cH:29]2)=[O:31])[CH2:21][CH2:22]1.[Cl:32][CH2:33][CH2:34][CH2:35][CH2:36][C:37](=[O:38])[Cl:39].[K+:5].[K+:6].[OH2:44]>>[CH3:7][N:8]([CH2:9][CH2:10][c:11]1[cH:12][cH:13][cH:14][cH:15][cH:16]1)[CH:17]1[CH2:18][CH2:19][N:20]([C:23]([c:24]2[cH:25][c:26]([NH:30][C:37]([CH2:36][CH2:35][CH2:34][CH2:33][Cl:32])=[O:38])[cH:27][cH:28][cH:29]2)=[O:31])[CH2:21][CH2:22]1. The reactants are ClC=1C=C(C(=NC1)C=O)CF (5-chloro-3-(fluoromethyl)picolinaldehyde), [OH-].[Na+] (NaOH). The solvent is C1CCOC1 (THF), O (water). Conditions: time 10 minute. Product: ClC=1C=C(C(=NC1)C(=O)O)CF (5-chloro-3-(fluoromethyl)picolinic acid). As a reaction SMILES: [Cl:1][C:2]1[CH:3]=[C:4]([CH2:10][F:11])[C:5]([CH:8]=[O:9])=[N:6][CH:7]=1.[OH-:12].[Na+]>C1COCC1.O>[Cl:1][C:2]1[CH:3]=[C:4]([CH2:10][F:11])[C:5]([C:8]([OH:12])=[O:9])=[N:6][CH:7]=1 |f:1.2|. Reported procedure: To a solution of 5-chloro-3-(fluoromethyl)picolinaldehyde (55 mg, 0.32 mmol) in THF (2 mL) and water (4 mL) was added solid NaOH (13 mg) at 0° C. After 10 min, KMNO4 (100 mg) was added in one portion. After additional 10 min, the reaction mixture was filtered through a pad of celite. The celite was washed with 1 M HCl (10 mL), water and EtOAc. The phases were separated and the aqueous phase was extracted with EtOAc. The combined organic layers were dried over MgSO4 and the filtrate was concentra...